This data is from the Open Reaction Database (ORD), a public repository of structured organic reaction records. The task is: describe an organic reaction: reactants, conditions, products, and yield The reactants are C(CCC)(=O)OC[C@](C(F)(F)F)(CNCC1=CC=CC=C1)O ((S)-3,3,3-Trifluoro-2-hydroxy-2-{[(phenylmethyl)amino]methyl}propyl butanoate), C(C)O (ethanol). The solvent is Cl (hydrochloric acid). Yields the product FC([C@](CO)(O)CNCC1=CC=CC=C1)(F)F ((S)-3,3,3-Trifluoro-2-{[(phenylmethyl)amino]methyl}-1,2-propanediol). Isolated yield 104.1%. Reaction SMILES: C([O:6][CH2:7][C@@:8]([OH:22])([CH2:13][NH:14][CH2:15][C:16]1[CH:21]=[CH:20][CH:19]=[CH:18][CH:17]=1)[C:9]([F:12])([F:11])[F:10])(=O)CCC.C(O)C>Cl>[F:10][C:9]([F:11])([F:12])[C@@:8]([CH2:13][NH:14][CH2:15][C:16]1[CH:21]=[CH:20][CH:19]=[CH:18][CH:17]=1)([OH:22])[CH2:7][OH:6]. Procedure details: (S)-3,3,3-Trifluoro-2-hydroxy-2-{[(phenylmethyl)amino]methyl}propyl butanoate (0.32 g) was dissolved in 5M hydrochloric acid (5 ml) and ethanol (5 ml) and heated at 100° C. for 3 hours. After cooling, the ethanol was evaporated and the remaining aqueous was basified with 2M sodium hydroxide and extracted with ethyl acetate (2 times). The combined organics were dried using a hydrophobic frit and evaporated to give the title compound as a pale yellow oil (0.26 g). Reactants: CO, N#CCCNC1CCN(c2ccc3c(NC(=O)CC4CCCCC4)c(Cl)ccc3n2)C1, [K+], [OH-], O. The product is O=C(O)CCNC1CCN(c2ccc3c(NC(=O)CC4CCCCC4)c(Cl)ccc3n2)C1. RXN SMILES: [CH3:35][OH:36].[Cl:1][c:2]1[c:3]([NH:22][C:23]([CH2:24][CH:25]2[CH2:26][CH2:27][CH2:28][CH2:29][CH2:30]2)=[O:31])[c:4]2[cH:5][cH:6][c:7]([N:12]3[CH2:13][CH:14]([NH:17][CH2:18][CH2:19][C:20]#[N:21])[CH2:15][CH2:16]3)[n:8][c:9]2[cH:10][cH:11]1.[K+:33].[OH-:32].[OH2:34]>>[Cl:1][c:2]1[c:3]([NH:22][C:23]([CH2:24][CH:25]2[CH2:26][CH2:27][CH2:28][CH2:29][CH2:30]2)=[O:31])[c:4]2[cH:5][cH:6][c:7]([N:12]3[CH2:13][CH:14]([NH:17][CH2:18][CH2:19][C:20](=[O:32])[OH:34])[CH2:15][CH2:16]3)[n:8][c:9]2[cH:10][cH:11]1. Starting materials: C1OCCC2=C1C=C(C(=C2)C(=O)O)C(=O)O (3,4-dihydro-1H-2-benzopyran-6,7-dicarboxylic acid), C(C)(=O)OC(C)=O (acetic anhydride). Reaction conditions: temperature 100 celsius, time 3.5 hour. Yields the product C1OCCC2=C1C=C1C(=C2)C(=O)OC1=O (3,4-Dihydro-1H-2-benzopyran-6,7-dicarboxylic anhydride). The yield is 82.6%. As a reaction SMILES: [CH2:1]1[C:6]2[CH:7]=[C:8]([C:14]([OH:16])=[O:15])[C:9]([C:11]([OH:13])=O)=[CH:10][C:5]=2[CH2:4][CH2:3][O:2]1.C(OC(=O)C)(=O)C>>[CH2:1]1[C:6]2[CH:7]=[C:8]3[C:14](=[O:15])[O:16][C:11](=[O:13])[C:9]3=[CH:10][C:5]=2[CH2:4][CH2:3][O:2]1. Procedure details: A mixture of 3,4-dihydro-1H-2-benzopyran-6,7-dicarboxylic acid (7.28 g, 32.8 mmol) and acetic anhydride is stirred for 3.5 hours at 100° C., allowed to stand overnight at room temperature and filtered. The filter cake is washed with ether and dried to give the title product as a white solid (5.53 g, 82.7%). Recrystallization gives mp 156°-158° C.